From a dataset of the Open Reaction Database (ORD), a public repository of structured organic reaction records. describe an organic reaction: reactants, conditions, products, and yield Yield: 55.0%. Yields the product C(C)(=O)C=1C(=C2C(CCS(C2=C(C1)C)(=O)=O)CC)C (6-acetyl-4-ethyl-5,8-dimethylthiochroman-1,1-dioxide). Reactants: C(C)(=O)C=1C(=C2C(CCSC2=C(C1)C)CC)C (6-acetyl-4-ethyl-5,8-dimethylthiochroman), OO (hydrogen peroxide), S(=O)(O)[O-].[Na+] (sodium hydrogensulfite). RXN SMILES: [C:1]([C:4]1[C:5]([CH3:17])=[C:6]2[C:11](=[C:12]([CH3:14])[CH:13]=1)S[CH2:9][CH2:8][CH:7]2[CH2:15][CH3:16])(=[O:3])[CH3:2].OO.[S:20]([O-:23])(O)=[O:21].[Na+]>C(O)(=O)C>[C:1]([C:4]1[C:5]([CH3:17])=[C:6]2[C:11](=[C:12]([CH3:14])[CH:13]=1)[S:20](=[O:23])(=[O:21])[CH2:9][CH2:8][CH:7]2[CH2:15][CH3:16])(=[O:3])[CH3:2] |f:2.3|. Procedure details: A mixed solution containing 1.66 g (6.68 mmol) of the 6-acetyl-4-ethyl-5,8-dimethylthiochroman, 2.28 g (20.1 mmol) of a 30% hydrogen peroxide aqueous solution and 2.0 ml of acetic acid was allowed to react at 80° C. for 2 hours. The reaction mixture was cooled to room temperature, a 2% sodium hydrogensulfite aqueous solution was added, and the mixture was extracted with ethyl acetate and washed with a saturated sodium hydrogencarbonate and then with a saturated sodium chloride aqueous solution. ... The solvent is C(C)(=O)O (acetic acid). Reactants: BrC1=C(C(=O)Cl)C=C(C(=C1)F)F (2-bromo-4,5-difluorobenzoyl chloride), C(C)NCC (diethylamine). Run in C(Cl)Cl (DCM), C(Cl)Cl (DCM). Conditions: time 1 hour. Yields the product BrC1=C(C(=O)N(CC)CC)C=C(C(=C1)F)F (2-Bromo-N,N-diethyl-4,5-difluorobenzamide). RXN SMILES: [Br:1][C:2]1[CH:10]=[C:9]([F:11])[C:8]([F:12])=[CH:7][C:3]=1[C:4](Cl)=[O:5].[CH2:13]([NH:15][CH2:16][CH3:17])[CH3:14]>C(Cl)Cl>[Br:1][C:2]1[CH:10]=[C:9]([F:11])[C:8]([F:12])=[CH:7][C:3]=1[C:4]([N:15]([CH2:16][CH3:17])[CH2:13][CH3:14])=[O:5]. Procedure details: 1.05 g of 2-bromo-4,5-difluorobenzoyl chloride in 5 ml of DCM are added dropwise with stirring to a solution of 846.9 μl of diethylamine in 5 ml of DCM. The mixture is subsequently stirred at RT for 1 h. The mixture is then extracted a number of times against water (pH 9), the organic phase is dried and purified by column chromatography. Starting materials: [BH4-].[Na+] (NaBH4), C(C1=CC=CC=C1)OC[C@@H](C(=O)O)NC(=O)OC(C)(C)C ((2S)-3-(benzyloxy)-2-[(tert-butoxycarbonyl)amino]propanoic acid), ClC(=O)OCC(C)C (Isobutyl chloroformate), CN1CCOCC1 (N-Methylmorpholine). The solvent is ice water, COCCOC (ethylene glycol dimethyl ether). Conditions: temperature -20 celsius, time 15 minute. Yields the product C(C1=CC=CC=C1)OC[C@@H](CO)NC(OC(C)(C)C)=O (tert-butyl N-[(1R)-2-(benzyloxy)-1-(hydroxymethyl)ethyl]carbamate). The yield is 91.8%. Reaction SMILES: [CH2:1]([O:8][CH2:9][C@H:10]([NH:14][C:15]([O:17][C:18]([CH3:21])([CH3:20])[CH3:19])=[O:16])[C:11](O)=[O:12])[C:2]1[CH:7]=[CH:6][CH:5]=[CH:4][CH:3]=1.CN1CCOCC1.ClC(OCC(C)C)=O.[BH4-].[Na+]>COCCOC>[CH2:1]([O:8][CH2:9][C@H:10]([NH:14][C:15](=[O:16])[O:17][C:18]([CH3:20])([CH3:19])[CH3:21])[CH2:11][OH:12])[C:2]1[CH:3]=[CH:4][CH:5]=[CH:6][CH:7]=1 |f:3.4|. Procedure details: (2S)-3-(benzyloxy)-2-[(tert-butoxycarbonyl)amino]propanoic acid (7.2 g, 24.4 mmole) was dissolved in ethylene glycol dimethyl ether (50 mL). N-Methylmorpholine (2.7 ml, 24.4 mmole) was added, and the resulting clear solution was cooled to −20° C. Isobutyl chloroformate (3.19 ml, 24.4 mmole) was added dropwise to cause N-methylmorpholine HCl salt precipitation. Stirring was continued for 15 min and the supernatant was then transferred via a filter-tipped funnel into a rapidly stirred solution of ... Yields the product CNc1c(N)cccc1C(=O)OC. As a reaction SMILES: [CH3:16][OH:17].[CH3:1][NH:2][c:3]1[c:4]([C:5](=[O:6])[O:7][CH3:8])[cH:9][cH:10][cH:11][c:12]1[N+:13]([O-:14])=[O:15]>>[CH3:1][NH:2][c:3]1[c:4]([C:5](=[O:6])[O:7][CH3:8])[cH:9][cH:10][cH:11][c:12]1[NH2:13]. Starting materials: CO, CNc1c(C(=O)OC)cccc1[N+](=O)[O-]. The reactants are ClCCl, CCCCCCCCCCCCCCCCCCOc1cc(NC(=O)OC(C)(C)C)cc(OCc2ccccc2)c1, O=C(O)C(F)(F)F. Yields the product CCCCCCCCCCCCCCCCCCOc1cc(N)cc(OCc2ccccc2)c1. As a reaction SMILES: [CH2:49]([Cl:50])[Cl:51].[CH3:1][C:2]([O:3][C:4](=[O:5])[NH:7][c:8]1[cH:9][c:10]([O:22][CH2:23][CH2:24][CH2:25][CH2:26][CH2:27][CH2:28][CH2:29][CH2:30][CH2:31][CH2:32][CH2:33][CH2:34][CH2:35][CH2:36][CH2:37][CH2:38][CH2:39][CH3:40])[cH:11][c:12]([O:14][CH2:15][c:16]2[cH:17][cH:18][cH:19][cH:20][cH:21]2)[cH:13]1)([CH3:6])[CH3:41].[OH:42][C:43]([C:44]([F:45])([F:46])[F:47])=[O:48]>>[NH2:7][c:8]1[cH:9][c:10]([O:22][CH2:23][CH2:24][CH2:25][CH2:26][CH2:27][CH2:28][CH2:29][CH2:30][CH2:31][CH2:32][CH2:33][CH2:34][CH2:35][CH2:36][CH2:37][CH2:38][CH2:39][CH3:40])[cH:11][c:12]([O:14][CH2:15][c:16]2[cH:17][cH:18][cH:19][cH:20][cH:21]2)[cH:13]1. Reactants: NC1=C(C(=O)N)C=C(C=C1)OC (2-amino-5-methoxybenzamide), N1=CC=CC=C1 (pyridine), [N+](=O)([O-])C=1C=C(C(=O)Cl)C=CC1 (3-nitrobenzoyl chloride). Solvent: C(Cl)(Cl)Cl (CHCl3). Run at time 6 hour. Yields the product COC=1C=CC(=C(C(=O)N)C1)NC(C1=CC(=CC=C1)[N+](=O)[O-])=O (5-Methoxy-2-(3-nitrobenzoyl)aminobenzamide). The yield is 133.6%. Reaction SMILES: [NH2:1][C:2]1[CH:10]=[CH:9][C:8]([O:11][CH3:12])=[CH:7][C:3]=1[C:4]([NH2:6])=[O:5].N1C=CC=CC=1.[N+:19]([C:22]1[CH:23]=[C:24]([CH:28]=[CH:29][CH:30]=1)[C:25](Cl)=[O:26])([O-:21])=[O:20]>C(Cl)(Cl)Cl>[CH3:12][O:11][C:8]1[CH:9]=[CH:10][C:2]([NH:1][C:25](=[O:26])[C:24]2[CH:28]=[CH:29][CH:30]=[C:22]([N+:19]([O-:21])=[O:20])[CH:23]=2)=[C:3]([CH:7]=1)[C:4]([NH2:6])=[O:5]. Procedure details: To a suspension of 2-amino-5-methoxybenzamide (2.42 g, 14.6 mmol) and pyridine (6 mL) in CHCl3 (120 mL) was added 3-nitrobenzoyl chloride (3.0 g, 16.1 mmol). The resulting mixture was stirred at RT for 6 h. The volatiles were removed in vacuo and the resultant solid was washed with Et2O to give the 5-Methoxy-2-(3-nitrobenzoyl)aminobenzamide (6.15 g) which was taken directly on to the next step. HPLC retention time 6.58 mins. Reactants: CN1CC2CN(c3ccc4c(c3)C(=O)c3cc(N=C(c5ccccc5)c5ccccc5)ccc3-4)CC2C1, C1CCOC1, ClCCl, Cl. Product: CN1CC2CN(c3ccc4c(c3)C(=O)c3cc(N)ccc3-4)CC2C1. RXN SMILES: [C:1]([c:2]1[cH:3][cH:4][cH:5][cH:6][cH:7]1)([c:8]1[cH:9][cH:10][cH:11][cH:12][cH:13]1)=[N:14][c:15]1[cH:16][c:17]2[c:25]([cH:26][cH:27]1)-[c:24]1[c:19]([cH:20][c:21]([N:28]3[CH2:29][CH:30]4[CH2:31][N:32]([CH3:36])[CH2:33][CH:34]4[CH2:35]3)[cH:22][cH:23]1)[C:18]2=[O:37].[CH2:39]1[O:40][CH2:41][CH2:42][CH2:43]1.[Cl:44][CH2:45][Cl:46].[ClH:38]>>[NH2:14][c:15]1[cH:16][c:17]2[c:25]([cH:26][cH:27]1)-[c:24]1[c:19]([cH:20][c:21]([N:28]3[CH2:29][CH:30]4[CH2:31][N:32]([CH3:36])[CH2:33][CH:34]4[CH2:35]3)[cH:22][cH:23]1)[C:18]2=[O:37].